Dataset: the Open Reaction Database (ORD), a public repository of structured organic reaction records. Task: describe an organic reaction: reactants, conditions, products, and yield Reactants: C(C)(C)(C)NC1=C(C=C(C(=N1)N1C=C(C(C2=CC(=C(C(=C12)C)[N+](=O)[O-])F)=O)C(=O)OCC)F)F (ethyl 1-(6-tert-butylamino-3,5-difluoropyridin-2-yl)-6-fluoro-8-methyl-7-nitro-4-oxo-1,4-dihydroquinoline-3-carboxylate). Reagents/catalysts: [Fe] (iron). Run in C(C)(=O)O (Acetic acid). Run at temperature 80 celsius, time 20 minute. Product: NC1=C(C=C2C(C(=CN(C2=C1C)C1=NC(=C(C=C1F)F)NC(C)(C)C)C(=O)OCC)=O)F (Ethyl 7-Amino-1-(6-tert-butylamino-3,5-difluoropyridin-2-yl)-6-fluoro-8-methyl-4-oxo-1,4-dihydroquinoline-3-carboxylate). Yield: 101.4%. RXN SMILES: [C:1]([NH:5][C:6]1[N:11]=[C:10]([N:12]2[C:21]3[C:16](=[CH:17][C:18]([F:26])=[C:19]([N+:23]([O-])=O)[C:20]=3[CH3:22])[C:15](=[O:27])[C:14]([C:28]([O:30][CH2:31][CH3:32])=[O:29])=[CH:13]2)[C:9]([F:33])=[CH:8][C:7]=1[F:34])([CH3:4])([CH3:3])[CH3:2]>[Fe].C(O)(=O)C>[NH2:23][C:19]1[C:20]([CH3:22])=[C:21]2[C:16]([C:15](=[O:27])[C:14]([C:28]([O:30][CH2:31][CH3:32])=[O:29])=[CH:13][N:12]2[C:10]2[C:9]([F:33])=[CH:8][C:7]([F:34])=[C:6]([NH:5][C:1]([CH3:4])([CH3:3])[CH3:2])[N:11]=2)=[CH:17][C:18]=1[F:26]. Procedure: Acetic acid (5 ml) and iron powder (180 mg) were added to ethyl 1-(6-tert-butylamino-3,5-difluoropyridin-2-yl)-6-fluoro-8-methyl-7-nitro-4-oxo-1,4-dihydroquinoline-3-carboxylate (200 mg), and the mixture was stirred at 80° C. for 20 minutes. After the catalyst in the reaction mixture was removed by filtration through Celite, the solvent was distilled off under reduced pressure. The residue was subjected to column chromatography on silica gel (eluent; ethyl acetate:hexane=1:4) to obtain the title... The reactants are C(C)(=O)OC1=CC=CC=C1 (phenyl acetate), C1(=CC=CC=C1)CC(=O)O (phenyl acetic acid), C(C1=CC=CC=C1)(=O)O.N[C@@H](CCCN)C(=O)O (L-ornithine benzoate). The product is C1(=CC=CC=C1)CC(=O)O.N[C@@H](CCCN)C(=O)O (L-ornithine phenyl acetate). RXN SMILES: C(OC1C=CC=CC=1)(=O)C.[C:11]1([CH2:17][C:18]([OH:20])=[O:19])[CH:16]=[CH:15][CH:14]=[CH:13][CH:12]=1.C(O)(=O)C1C=CC=CC=1.[NH2:30][C@H:31]([C:36]([OH:38])=[O:37])[CH2:32][CH2:33][CH2:34][NH2:35]>>[C:11]1([CH2:17][C:18]([OH:20])=[O:19])[CH:16]=[CH:15][CH:14]=[CH:13][CH:12]=1.[NH2:30][C@H:31]([C:36]([OH:38])=[O:37])[CH2:32][CH2:33][CH2:34][NH2:35] |f:2.3,4.5|. Procedure details: The phenyl acetate salt may optionally be prepared in solution using phenyl acetic acid and an appropriate base. This solution may be intermixed with L-ornithine benzoate to obtain L-ornithine phenyl acetate as described above. As an example, phenyl acetic acid may be intermixed with sodium hydroxide in isopropanol to obtain a solution of sodium phenyl acetate. The solution of sodium phenyl acetate can then be intermixed with a solution of L-ornithine benzoate. Alternatively, the phenyl acetate ... The reactants are O[Li].O (LiOH.H2O), C(C)OC(C(C)(C)C1=CC=C(C=C1)CN(S(=O)(=O)C=1C=NC=CC1)CC1=CC(=CC=C1)OCC(=O)O)=O (2-(4-{[(3-carboxymethoxy-benzyl)-(pyridine-3-sulfonyl)-amino]-methyl}-phenyl)-2-methyl-propionic acid ethyl ester), O[Li].O (LiOH.H2O). Run in O (water), C1CCOC1 (THF), O (water). Yields the product C(=O)(O)COC=1C=C(CN(S(=O)(=O)C=2C=NC=CC2)CC2=CC=C(C=C2)C(C(=O)O)(C)C)C=CC1 (2-(4-{[(3-Carboxymethoxy-benzyl)-(pyridine-3-sulfonyl)-amino]-methyl}-phenyl)-2-methyl-propionic acid). Isolated yield 94.5%. RXN SMILES: C([O:3][C:4](=[O:37])[C:5]([C:8]1[CH:13]=[CH:12][C:11]([CH2:14][N:15]([CH2:25][C:26]2[CH:31]=[CH:30][CH:29]=[C:28]([O:32][CH2:33][C:34]([OH:36])=[O:35])[CH:27]=2)[S:16]([C:19]2[CH:20]=[N:21][CH:22]=[CH:23][CH:24]=2)(=[O:18])=[O:17])=[CH:10][CH:9]=1)([CH3:7])[CH3:6])C.O[Li].O>C1COCC1.O>[C:34]([CH2:33][O:32][C:28]1[CH:27]=[C:26]([CH:31]=[CH:30][CH:29]=1)[CH2:25][N:15]([CH2:14][C:11]1[CH:12]=[CH:13][C:8]([C:5]([CH3:7])([CH3:6])[C:4]([OH:37])=[O:3])=[CH:9][CH:10]=1)[S:16]([C:19]1[CH:20]=[N:21][CH:22]=[CH:23][CH:24]=1)(=[O:18])=[O:17])([OH:36])=[O:35] |f:1.2|. Procedure: To a solution of 2-(4-{[(3-carboxymethoxy-benzyl)-(pyridine-3-sulfonyl)-amino]-methyl}-phenyl)-2-methyl-propionic acid ethyl ester (83 mg, 0.157 mmol) in THF (10 mL) was added water (1 mL) and LiOH.H2O (66 mg, 1.58 mmol). The reaction was heated at reflux for 24 h. Additional LiOH.H2O (66 mg, 1.58 mmol) in water (2 mL) was added and the reaction was heated at reflux for 30 h. The mixture was concentrated in vacuo and to the residue was added THF (3 mL) and water (1.5 mL). The reaction was heated... The reactants are C(C)(=O)OCC (Ethyl acetate), ClC1=NC(=CN=C1)Cl (2,6-dichloropyrazine), C(=O)(OC(C)(C)C)N1[C@H](CNCC1)CC1=CC=CC=C1 ((S)-1-Boc-2-benzylpiperazine), C(C)(C)N(CC)C(C)C (diisopropylethylamine). Product: C(=O)(OC(C)(C)C)N1[C@H](CN(CC1)C1=NC(=CN=C1)Cl)CC1=CC=CC=C1 (2-[(S)-4-Boc-3-benzylpiperazinyl]-6-chloropyrazine). Procedure details: To a solution of 2,6-dichloropyrazine 114 (0.1 g, 0.67 mmol.) and (S)-1-Boc-2-benzylpiperazine 107 (0.37 g, 1.34 mmol) in dioxane (2 mL) and trifluoromethylbenzene (2 mL) was added diisopropylethylamine (0.26 g, 2.0 mmol). The reaction mixture was heated in a microwave reactor at 180° C. for 20 minutes. Ethyl acetate (100 mL) was added. The organic layer was washed with saturated ammonium chloride solution, water and brine. The organic layer was dried over sodium sulfate. The organic solvent was... Reaction conditions: temperature 180 celsius. Solvent: O1CCOCC1 (dioxane), FC(F)(F)C1=CC=CC=C1 (trifluoromethylbenzene). Yield: 89.6%. As a reaction SMILES: Cl[C:2]1[CH:7]=[N:6][CH:5]=[C:4]([Cl:8])[N:3]=1.[C:9]([N:16]1[CH2:21][CH2:20][NH:19][CH2:18][C@@H:17]1[CH2:22][C:23]1[CH:28]=[CH:27][CH:26]=[CH:25][CH:24]=1)([O:11][C:12]([CH3:15])([CH3:14])[CH3:13])=[O:10].C(N(C(C)C)CC)(C)C.C(OCC)(=O)C>O1CCOCC1.FC(C1C=CC=CC=1)(F)F>[C:9]([N:16]1[CH2:21][CH2:20][N:19]([C:2]2[CH:7]=[N:6][CH:5]=[C:4]([Cl:8])[N:3]=2)[CH2:18][C@@H:17]1[CH2:22][C:23]1[CH:28]=[CH:27][CH:26]=[CH:25][CH:24]=1)([O:11][C:12]([CH3:14])([CH3:15])[CH3:13])=[O:10]. Reactants: CCO, CCCCCCOC(=O)Cl, ClCCl, Cl, CCCOC(=O)CCN(C(=O)c1ccc2c(c1)nc(CNc1ccc(C(=N)N)cc1)n2C)c1ccccc1. Yields the product CCCCCCOC(=O)NC(=N)c1ccc(NCc2nc3cc(C(=O)N(CCC(=O)OCCC)c4ccccc4)ccc3n2C)cc1. As a reaction SMILES: [CH2:50]([OH:51])[CH3:52].[Cl:40][C:41](=[O:42])[O:43][CH2:44][CH2:45][CH2:46][CH2:47][CH2:48][CH3:49].[Cl:53][CH2:54][Cl:55].[ClH:1].[c:2]1([N:8]([C:9](=[O:10])[c:11]2[cH:12][c:13]3[c:14]([n:15]([CH3:29])[c:16]([CH2:18][NH:19][c:20]4[cH:21][cH:22][c:23]([C:26]([NH2:27])=[NH:28])[cH:24][cH:25]4)[n:17]3)[cH:30][cH:31]2)[CH2:32][CH2:33][C:34](=[O:35])[O:36][CH2:37][CH2:38][CH3:39])[cH:3][cH:4][cH:5][cH:6][cH:7]1>>[c:2]1([N:8]([C:9](=[O:10])[c:11]2[cH:12][c:13]3[c:14]([n:15]([CH3:29])[c:16]([CH2:18][NH:19][c:20]4[cH:21][cH:22][c:23]([C:26](=[NH:27])[NH:28][C:41](=[O:42])[O:43][CH2:44][CH2:45][CH2:46][CH2:47][CH2:48][CH3:49])[cH:24][cH:25]4)[n:17]3)[cH:30][cH:31]2)[CH2:32][CH2:33][C:34](=[O:35])[O:36][CH2:37][CH2:38][CH3:39])[cH:3][cH:4][cH:5][cH:6][cH:7]1. The reactants are C[C@]12C(C([C@H](CC1)C2(C)C)=O)=O ((1S,4R)-1,7,7-trimethyl-bicyclo[2.2.1]heptane-2,3-dione), COP(OC)(=O)CC(=O)C1=C(C=CC(=C1)F)OC ([2-(5-Fluoro-2-methoxy-phenyl)-2-oxo-ethyl]-phosphonic acid dimethyl ester), O.NN (hydrazine monohydrate). Yields the product FC=1C=CC(=C(C1)C1=NN=C2[C@]3(CC[C@@H](C2=C1)C3(C)C)C)OC ((1S,8R)-5-(5-Fluoro-2-methoxy-phenyl)-1,11,11-trimethyl-3,4-diaza-tricyclo[6.2.1.02,7]undeca-2,4,6-triene). RXN SMILES: [CH3:1][C@@:2]12[C:8]([CH3:10])([CH3:9])[C@@H:5]([CH2:6][CH2:7]1)[C:4](=O)[C:3]2=O.COP([CH2:19][C:20]([C:22]1[CH:27]=[C:26]([F:28])[CH:25]=[CH:24][C:23]=1[O:29][CH3:30])=O)(=O)OC.O.[NH2:32][NH2:33]>>[F:28][C:26]1[CH:25]=[CH:24][C:23]([O:29][CH3:30])=[C:22]([C:20]2[CH:19]=[C:4]3[C:3]([C@:2]4([CH3:1])[C:8]([CH3:10])([CH3:9])[C@H:5]3[CH2:6][CH2:7]4)=[N:33][N:32]=2)[CH:27]=1 |f:2.3|. Procedure details: light yellow solid. MS (ESI): 312.9 (MH+). Prepared from (1S,4R)-1,7,7-trimethyl-bicyclo[2.2.1]heptane-2,3-dione, [2-(5-Fluoro-2-methoxy-phenyl)-2-oxo-ethyl]-phosphonic acid dimethyl ester, hydrazine monohydrate.